Dataset: the Open Reaction Database (ORD), a public repository of structured organic reaction records. Task: describe an organic reaction: reactants, conditions, products, and yield Starting materials: ClC1=NC=2N(C(=C1)N1CCOCC1)N=C(C2)C2=CC(=CC=C2)Cl (5-chloro-2-(3-chloro-phenyl)-7-morpholin-4-yl-pyrazolo[1,5-a]pyrimidine), C([O-])([O-])=O.[K+].[K+] (potassium carbonate), O.NN (hydrazine monohydrate), C(C)O (ethanol). Reaction conditions: temperature 150 celsius, time 20 minute. Yields the product ClC=1C=C(C=CC1)C1=NN2C(N=C(C=C2N2CCOCC2)NN=CC2=CC(=CC=C2)C)=C1 (N-{2-(3-Chlorophenyl)-7-morpholin-4-yl-pyrazolo[1,5-a]pyrimidin-5-yl}-N′-(3-methyl-benzylidene)-hydrazine). As a reaction SMILES: Cl[C:2]1[CH:7]=[C:6]([N:8]2[CH2:13][CH2:12][O:11][CH2:10][CH2:9]2)[N:5]2[N:14]=[C:15]([C:17]3[CH:22]=[CH:21][CH:20]=[C:19]([Cl:23])[CH:18]=3)[CH:16]=[C:4]2[N:3]=1.C(=O)([O-])[O-].[K+].[K+].O.[NH2:31][NH2:32].[CH2:33](O)[CH3:34]>>[Cl:23][C:19]1[CH:18]=[C:17]([C:15]2[CH:16]=[C:4]3[N:3]=[C:2]([NH:31][N:32]=[CH:22][C:17]4[CH:15]=[CH:16][CH:4]=[C:33]([CH3:34])[CH:18]=4)[CH:7]=[C:6]([N:8]4[CH2:13][CH2:12][O:11][CH2:10][CH2:9]4)[N:5]3[N:14]=2)[CH:22]=[CH:21][CH:20]=1 |f:1.2.3,4.5|. Procedure details: There was suspended, in ethanol (2 mL), 5-chloro-2-(3-chloro-phenyl)-7-morpholin-4-yl-pyrazolo[1,5-a]pyrimidine (50.5 mg, 0.145 mM) and then potassium carbonate (22.0 mg, 0.160 mM) and hydrazine monohydrate (35.2 μL, 0.725 mM) were added to the suspension. This suspension was stirred at 150° C. for 20 minutes under the irradiation with microwaves. This reaction liquid was diluted with a saturated aqueous common salt solution and then extracted with ethyl acetate. The extracts thus obtained were ...